This data is from the Open Reaction Database (ORD), a public repository of structured organic reaction records. The task is: describe an organic reaction: reactants, conditions, products, and yield As a reaction SMILES: [Cl:38][CH2:39][Cl:40].[F:1][C:2]([F:3])([F:4])[C:5]([OH:6])=[O:7].[nH:8]1[c:9](-[c:17]2[n:18][n:19]([CH:32]3[CH2:33][CH2:34][CH2:35][CH2:36][O:37]3)[c:20]3[cH:21][cH:22][c:23]([NH:26][C:27](=[O:28])[CH:29]4[CH2:30][CH2:31]4)[cH:24][c:25]23)[n:10][c:11]2[c:12]1[cH:13][cH:14][cH:15][cH:16]2>>[n:8]1[c:9](-[c:17]2[n:18][nH:19][c:20]3[cH:21][cH:22][c:23]([NH:26][C:27](=[O:28])[CH:29]4[CH2:30][CH2:31]4)[cH:24][c:25]23)[nH:10][c:11]2[c:12]1[cH:13][cH:14][cH:15][cH:16]2. The reactants are ClCCl, O=C(O)C(F)(F)F, O=C(Nc1ccc2c(c1)c(-c1nc3ccccc3[nH]1)nn2C1CCCCO1)C1CC1. Product: O=C(Nc1ccc2[nH]nc(-c3nc4ccccc4[nH]3)c2c1)C1CC1. Reactants: BrC1=CC=C(C=C1)C1N(C(CC1)C1=CC=C(C=C1)Br)C1=CC=C(C=C1)I (2,5-bis(4-bromophenyl)-1-(4-iodophenyl)pyrrolidine), O (water), CC1(OB(OC1(C)C)C=1C=CC(=NC1)N1CCOCC1)C (4-(5-(4,4,5,5-tetramethyl-1,3,2-dioxaborolan-2-yl)pyridin-2-yl)morpholine), P(=O)([O-])([O-])[O-].[K+].[K+].[K+] (potassium phosphate). Reagents/catalysts: C=1C=CC(=CC1)/C=C/C(=O)/C=C/C2=CC=CC=C2.C=1C=CC(=CC1)/C=C/C(=O)/C=C/C2=CC=CC=C2.C=1C=CC(=CC1)/C=C/C(=O)/C=C/C2=CC=CC=C2.[Pd].[Pd] (tris(dibenzylideneacetone)dipalladium(0)). Run in C1CCOC1 (THF). Yields the product BrC1=CC=C(C=C1)C1N(C(CC1)C1=CC=C(C=C1)Br)C1=CC=C(C=C1)C=1C=CC(=NC1)N1CCOCC1 (4-(5-(4-(2,5-bis(4-bromophenyl)pyrrolidin-1-yl)phenyl)pyridin-2-yl)morpholine). RXN SMILES: [Br:1][C:2]1[CH:7]=[CH:6][C:5]([CH:8]2[CH2:12][CH2:11][CH:10]([C:13]3[CH:18]=[CH:17][C:16]([Br:19])=[CH:15][CH:14]=3)[N:9]2[C:20]2[CH:25]=[CH:24][C:23](I)=[CH:22][CH:21]=2)=[CH:4][CH:3]=1.CC1(C)C(C)(C)OB([C:35]2[CH:36]=[CH:37][C:38]([N:41]3[CH2:46][CH2:45][O:44][CH2:43][CH2:42]3)=[N:39][CH:40]=2)O1.P([O-])([O-])([O-])=O.[K+].[K+].[K+].O>C1COCC1.C1C=CC(/C=C/C(/C=C/C2C=CC=CC=2)=O)=CC=1.C1C=CC(/C=C/C(/C=C/C2C=CC=CC=2)=O)=CC=1.C1C=CC(/C=C/C(/C=C/C2C=CC=CC=2)=O)=CC=1.[Pd].[Pd]>[Br:1][C:2]1[CH:7]=[CH:6][C:5]([CH:8]2[CH2:12][CH2:11][CH:10]([C:13]3[CH:18]=[CH:17][C:16]([Br:19])=[CH:15][CH:14]=3)[N:9]2[C:20]2[CH:25]=[CH:24][C:23]([C:35]3[CH:36]=[CH:37][C:38]([N:41]4[CH2:42][CH2:43][O:44][CH2:45][CH2:46]4)=[N:39][CH:40]=3)=[CH:22][CH:21]=2)=[CH:4][CH:3]=1 |f:2.3.4.5,8.9.10.11.12|. Procedure: The product from Example 185A (0.1 g, 0.171 mmol), 4-(5-(4,4,5,5-tetramethyl-1,3,2-dioxaborolan-2-yl)pyridin-2-yl)morpholine (0.050 g, 0.171 mmol), potassium phosphate (0.028 mL, 0.343 mmol), tris(dibenzylideneacetone)dipalladium(0) (1.570 mg, 1.715 μmol) and 1,3,5,7-tetramethyl-6-phenyl-2,4,8-trioxa-6-phosphaadamante (1.504 mg, 5.14 μmol) were combined in THF (1.2 mL)/water (0.4 mL). The mixture was sparged with nitrogen for 15 minutes diluted into EtOAc, washed with 1M sodium bicarbonate, brin... Starting materials: [C@H]12C(C=C[C@H](O1)CO2)=O (1,6-anhydro-3,4-dideoxy-β-D-glycero-hex-3-enopyranos-2-ulose), C[Li] (methyl lithium), C(C)(=O)Cl (acetyl chloride). Solvent: O1CCCC1 (tetrahydrofuran). Reaction conditions: time 1 hour. Yields the product C(C)(=O)O[C@@]1([C@H]2O[C@@H](C=C1)CO2)C (2-O-acetyl-1,6-anhydro-3,4-dideoxy-2-C-methyl-β-D-threo-hex-3-enopyranose). RXN SMILES: [CH3:1][Li].[C@@H:3]12[O:10][CH2:9][C@@H:7]([O:8]1)[CH:6]=[CH:5][C:4]2=[O:11].[C:12](Cl)(=[O:14])[CH3:13]>O1CCCC1>[C:12]([O:11][C@@:4]1([CH3:1])[CH:5]=[CH:6][C@H:7]2[CH2:9][O:10][C@@H:3]1[O:8]2)(=[O:14])[CH3:13]. Procedure: 2.4 ml (1.5 mol) of methyl lithium was gradually added to 30 ml of a dry tetrahydrofuran solution containing 0.3 g of 1,6-anhydro-3,4-dideoxy-β-D-glycero-hex-3-enopyranos-2-ulose under starting at 0° C. under an inert atmosphere of nitrogen gas. Completion of the reaction was confirmed by thin layer chromatography, and then 0.25 ml of acetyl chloride was added to the reaction mixture. The ice bath was removed, and the reaction solution was returned to room temperature and further stirred for one...